Dataset: the Open Reaction Database (ORD), a public repository of structured organic reaction records. Task: describe an organic reaction: reactants, conditions, products, and yield Starting materials: NN=CC1=CC=C(C=C1)CCCCC(=O)NC(CC(=O)O)CCSC ((±)-3-[[5-[4-(Aminoiminomethyl)phenyl]-1oxopentyl]amino]-5-(methylthio)pentanoic acid), O (water), OO (H2O2). Run in C(C)(=O)O (acetic acid). Run at time 48 hour. The product is NN=CC1=CC=C(C=C1)CCCCC(=O)NC(CC(=O)O)CCS(=O)(=O)C ((±)-3-[[5-[4-(aminoiminomethyl)phenyl]-1-oxopentyl]amino]-5-(methylsulfonyl)pentanoic acid). Reaction SMILES: [NH2:1][N:2]=[CH:3][C:4]1[CH:9]=[CH:8][C:7]([CH2:10][CH2:11][CH2:12][CH2:13][C:14]([NH:16][CH:17]([CH2:22][CH2:23][S:24][CH3:25])[CH2:18][C:19]([OH:21])=[O:20])=[O:15])=[CH:6][CH:5]=1.[OH2:26].[OH:27]O>C(O)(=O)C>[NH2:1][N:2]=[CH:3][C:4]1[CH:9]=[CH:8][C:7]([CH2:10][CH2:11][CH2:12][CH2:13][C:14]([NH:16][CH:17]([CH2:22][CH2:23][S:24]([CH3:25])(=[O:27])=[O:26])[CH2:18][C:19]([OH:21])=[O:20])=[O:15])=[CH:6][CH:5]=1. Procedure details: (±)-3-[[5-[4-(Aminoiminomethyl)phenyl]-1oxopentyl]amino]-5-(methylthio)pentanoic acid (2.5 g) was added to water (15 ml) and acetic acid (5 ml) and 30% H2O2 (10 ml) . The oxidation was allowed to proceed for 48 hours after which the reaction mixture was purified by reverse phase chromatography (water/acetonitrile) and lyophilized to give 1.6 g of the title compound as a white solid: 1H NMR (d6 -DMSO) δ1.51 (m, 4H), 1.56 (m, 2H), 2.0 (m, 2H), 2.10 (s, 3H), 2.90 (m, 4H), 2.71 (m, 2H), 4.10 (m, 1H)... Reactants: Cl (hydrogen chloride), C(C)N1N=C(N=N1)CN1C(N(C(C2=C1C=C(S2)C2=C(C=CC(=C2)F)OC)=O)C2CCN(CC2)C(=O)OC(C)(C)C)=O (tert-butyl 4-{1-[(2-ethyl-2H-tetrazol-5-yl)methyl]-6-(5-fluoro-2-methoxyphenyl)-2,4-dioxo-1,4-dihydrothieno[3,2-d]pyrimidin-3(2H)-yl}piperidine-1-carboxylate), C(C)N1N=C(N=N1)CN1C(N(C(C2=C1C=C(S2)C2=C(C=CC(=C2)F)OC)=O)C2CCN(CC2)C(=O)OC(C)(C)C)=O (tert-butyl 4-{1-[(2-ethyl-2H-tetrazol-5-yl)methyl]-6-(5-fluoro-2-methoxyphenyl)-2,4-dioxo-1,4-dihydrothieno[3,2-d]pyrimidin-3(2H)-yl}piperidine-1-carboxylate), Cl (hydrogen chloride). Solvent: O1CCOCC1 (1,4-dioxane), O1CCOCC1 (1,4 dioxane), O1CCOCC1 (1,4-dioxane). Conditions: time 3 day. Yields the product Cl.C(C)N1N=C(N=N1)CN1C(N(C(C2=C1C=C(S2)C2=C(C=CC(=C2)F)OC)=O)C2CCNCC2)=O (1-[(2-ethyl-2H-tetrazol-5-yl)methyl]-6-(5-fluoro-2-methoxyphenyl)-3-(piperidin-4-yl)thieno[3,2-d]pyrimidine-2,4(1H,3H)-dione hydrochloride). Reaction SMILES: [CH2:1]([N:3]1[N:7]=[N:6][C:5]([CH2:8][N:9]2[C:14]3[CH:15]=[C:16]([C:18]4[CH:23]=[C:22]([F:24])[CH:21]=[CH:20][C:19]=4[O:25][CH3:26])[S:17][C:13]=3[C:12](=[O:27])[N:11]([CH:28]3[CH2:33][CH2:32][N:31](C(OC(C)(C)C)=O)[CH2:30][CH2:29]3)[C:10]2=[O:41])=[N:4]1)[CH3:2].[ClH:42]>O1CCOCC1>[ClH:42].[CH2:1]([N:3]1[N:7]=[N:6][C:5]([CH2:8][N:9]2[C:14]3[CH:15]=[C:16]([C:18]4[CH:23]=[C:22]([F:24])[CH:21]=[CH:20][C:19]=4[O:25][CH3:26])[S:17][C:13]=3[C:12](=[O:27])[N:11]([CH:28]3[CH2:33][CH2:32][NH:31][CH2:30][CH2:29]3)[C:10]2=[O:41])=[N:4]1)[CH3:2] |f:3.4|. Reported procedure: To a solution of tert-butyl 4-{1-[(2-ethyl-2H-tetrazol-5-yl)methyl]-6-(5-fluoro-2-methoxyphenyl)-2,4-dioxo-1,4-dihydrothieno[3,2-d]pyrimidin-3(2H)-yl}piperidine-1-carboxylate (435 mg; compound B57) in 1,4 dioxane (10 ml) is added a solution of hydrogen chloride in 1,4-dioxane (1.858 ml, 4.0 M). The reaction mixture is stirred for 3 d at RT. To complete the reaction an additional amount of a solution of hydrogen chloride in 1,4-dioxane (0.9 ml, 4.0 M) is added and the mixture is stirred for 1 h a...